The task is: describe an organic reaction: reactants, conditions, products, and yield. This data is from the Open Reaction Database (ORD), a public repository of structured organic reaction records. Starting materials: C=CCC1(C(=O)OC(C)(C)C)CC(=O)N(C(C)c2ccccc2)C1, ClCCl, O=C(OO)c1cccc(Cl)c1. Yields the product CC(c1ccccc1)N1CC(CC2CO2)(C(=O)OC(C)(C)C)CC1=O. RXN SMILES: [C:1]([CH3:2])([CH3:3])([CH3:4])[O:5][C:6](=[O:7])[C:8]1([CH2:22][CH:23]=[CH2:24])[CH2:9][N:10]([CH:14]([CH3:15])[c:16]2[cH:17][cH:18][cH:19][cH:20][cH:21]2)[C:11](=[O:13])[CH2:12]1.[CH2:36]([Cl:37])[Cl:38].[OH:25][O:26][C:27]([c:28]1[cH:29][c:30]([Cl:31])[cH:32][cH:33][cH:34]1)=[O:35]>>[C:1]([CH3:2])([CH3:3])([CH3:4])[O:5][C:6](=[O:7])[C:8]1([CH2:22][CH:23]2[CH2:24][O:25]2)[CH2:9][N:10]([CH:14]([CH3:15])[c:16]2[cH:17][cH:18][cH:19][cH:20][cH:21]2)[C:11](=[O:13])[CH2:12]1. The reactants are ClCCl, O=C(OC(=O)C(F)(F)F)C(F)(F)F, CC(C)(C(=O)O)C(O)C(=O)O. The product is CC1(C)C(=O)OC(=O)C1O. RXN SMILES: [Cl:25][CH2:26][Cl:27].[F:12][C:13]([F:14])([F:15])[C:16]([O:17][C:18](=[O:19])[C:20]([F:21])([F:22])[F:23])=[O:24].[OH:1][CH:2]([C:3]([C:4](=[O:5])[OH:6])([CH3:7])[CH3:8])[C:9](=[O:10])[OH:11]>>[OH:1][CH:2]1[C:3]([CH3:7])([CH3:8])[C:4](=[O:6])[O:11][C:9]1=[O:10]. The reactants are C(=O)(OC)C1=NC=C(C2=C1NC1=CC=CC=C21)O (1-carbomethoxy-4-hydroxy-9H-pyrido[3,4-b]indole), [OH-].[Na+] (sodium hydroxide). Run in CO (methanol). The product is C(=O)(O)C1=NC=C(C2=C1NC1=CC=CC=C21)O (1-Carboxy-4-Hydroxy-9H-Pyrido[3,4-b]Indole). The yield is 66.9%. RXN SMILES: [C:1]([C:5]1[C:10]2[NH:11][C:12]3[C:17]([C:9]=2[C:8]([OH:18])=[CH:7][N:6]=1)=[CH:16][CH:15]=[CH:14][CH:13]=3)([O:3]C)=[O:2].[OH-].[Na+]>CO>[C:1]([C:5]1[C:10]2[NH:11][C:12]3[C:17]([C:9]=2[C:8]([OH:18])=[CH:7][N:6]=1)=[CH:16][CH:15]=[CH:14][CH:13]=3)([OH:3])=[O:2] |f:1.2|. Procedure details: In 30 ml of methanol was dissolved 1.0 g of the product of Example 2 followed by addition of 2 ml of 10% aqueous sodium hydroxide. The mixture was refluxed at water bath temperature for 6 hours and the methanol then removed by distillation. The residue was neutralized with a 10% aqueous hydrochloric acid and the resultant crystals were recovered by filtration and recrystallized from methanoltetrahydrofuran to yield 630 mg of the title compound as colorless needles, m.p. 158°-159° C. (decomp.). M... Starting materials: CCCN, Cc1cc(C)cc(-c2[nH]c3ccc(C(C)(C)C(=O)N4C5CCC4CC5)cc3c2C(C)CN(CCc2ccc(-n3cnnc3)cc2)S(=O)(=O)c2ccc([N+](=O)[O-])cc2[N+](=O)[O-])c1. The product is Cc1cc(C)cc(-c2[nH]c3ccc(C(C)(C)C(=O)N4C5CCC4CC5)cc3c2C(C)CNCCc2ccc(-n3cnnc3)cc2)c1. As a reaction SMILES: [CH2:62]([NH2:63])[CH2:64][CH3:65].[CH:1]12[CH2:2][CH2:3][CH:4]([CH2:5][CH2:6]1)[N:7]2[C:8]([C:9]([CH3:10])([CH3:11])[c:12]1[cH:13][c:14]2[c:15]([CH:29]([CH2:30][N:31]([S:32]([c:33]3[cH:34][cH:35][c:36]([N+:37]([O-:38])=[O:39])[cH:40][c:41]3[N+:42]([O-:43])=[O:44])(=[O:45])=[O:46])[CH2:47][CH2:48][c:49]3[cH:50][cH:51][c:52](-[n:55]4[cH:56][n:57][n:58][cH:59]4)[cH:53][cH:54]3)[CH3:60])[c:16](-[c:21]3[cH:22][c:23]([CH3:28])[cH:24][c:25]([CH3:27])[cH:26]3)[nH:17][c:18]2[cH:19][cH:20]1)=[O:61]>>[CH:1]12[CH2:2][CH2:3][CH:4]([CH2:5][CH2:6]1)[N:7]2[C:8]([C:9]([CH3:10])([CH3:11])[c:12]1[cH:13][c:14]2[c:15]([CH:29]([CH2:30][NH:31][CH2:47][CH2:48][c:49]3[cH:50][cH:51][c:52](-[n:55]4[cH:56][n:57][n:58][cH:59]4)[cH:53][cH:54]3)[CH3:60])[c:16](-[c:21]3[cH:22][c:23]([CH3:28])[cH:24][c:25]([CH3:27])[cH:26]3)[nH:17][c:18]2[cH:19][cH:20]1)=[O:61]. The reactants are CC(=CC#N)C (dimethylacrylonitrile), C(CCC)[Li] (butyllithium), C(C)(C)NC(C)C (diisopropylamine), C1CCCCC1 (cyclohexane), P(=O)([O-])(O)O.[Na+] (monosodium phosphate), C1(=CC=C(C=C1)S(=O)(=O)C(C)C)C (p-tolyl isopropylsulfone). Run in O1CCCC1 (tetrahydrofuran), O1CCCC1 (tetrahydrofuran). Run at time 10 minute. Product: C1(=CC=C(C=C1)S(=O)(=O)C(C(CC#N)(C)C)(C)C)C (4-p-tolylsulfonyl-4,3,3,-trimethyl-pentanenitrile). RXN SMILES: [CH2:1]([Li])CCC.C(N[CH:10]([CH3:12])[CH3:11])(C)C.C1(C)C=CC([S:19](C(C)C)(=[O:21])=[O:20])=CC=1.[CH3:26][C:27]([CH3:31])=[CH:28][C:29]#[N:30].P(O)(O)([O-])=O.[Na+].[CH2:38]1[CH2:43][CH2:42][CH2:41][CH2:40][CH2:39]1>O1CCCC1>[C:38]1([CH3:1])[CH:43]=[CH:42][C:41]([S:19]([C:10]([CH3:11])([CH3:12])[C:27]([CH3:31])([CH3:26])[CH2:28][C:29]#[N:30])(=[O:21])=[O:20])=[CH:40][CH:39]=1 |f:4.5|. Procedure details: 3.81 ml of a cyclohexane solution of 1.75M of butyllithium were added at -30° to -40° C. to a mixture of 1.05 ml of diisopropylamine and 4 ml of tetrahydrofuran and the mixture was stirred for 10 minutes and was then cooled to -60° to -70° C. Then 1.22 g of p-tolyl isopropylsulfone were added to the mixture which after 15 minutes of contact was poured over 10 minutes under an inert atmosphere into a solution of 0.5 g of dimethylacrylonitrile and 4 ml of tetrahydrofuran at -60° to -70° C. The mix... The reactants are C1=CC=CC=2C3=CC=CC=C3C(C12)COC(=O)NCCOCCOCC(=O)O (8-(9-Fluorenylmethoxycarbonylamino)-3,6-dioxaoctanoic acid), CC(C)=C (isobutylene), OS(=O)(=O)O (H2SO4). Solvent: ClCCl (dichloromethane). Product: C(C)(C)(C)OC(COCCOCCNC(=O)OCC1C2=CC=CC=C2C=2C=CC=CC12)=O (8-(9-Fluorenylmethoxycarbonylamino)-3,6-dioxaoctanoic Acid tert-butylester). Yield: 84.4%. RXN SMILES: [CH:1]1[C:13]2[CH:12]([CH2:14][O:15][C:16]([NH:18][CH2:19][CH2:20][O:21][CH2:22][CH2:23][O:24][CH2:25][C:26]([OH:28])=[O:27])=[O:17])[C:11]3[C:6](=[CH:7][CH:8]=[CH:9][CH:10]=3)[C:5]=2[CH:4]=[CH:3][CH:2]=1.[CH3:29][C:30](=[CH2:32])[CH3:31].OS(O)(=O)=O>ClCCl>[C:30]([O:27][C:26](=[O:28])[CH2:25][O:24][CH2:23][CH2:22][O:21][CH2:20][CH2:19][NH:18][C:16]([O:15][CH2:14][CH:12]1[C:11]2[CH:10]=[CH:9][CH:8]=[CH:7][C:6]=2[C:5]2[C:13]1=[CH:1][CH:2]=[CH:3][CH:4]=2)=[O:17])([CH3:32])([CH3:31])[CH3:29]. Procedure details: A solution of 150 mg (0.389 mmol) of 8-(9-Fluorenylmethoxycarbonylamino)-3,6-dioxaoctanoic acid, 546 mg (9.73 mmol) isobutylene, and 4.3 μL of 95-98% H2SO4 was stirred at r.t. for 3 days. For workup the reaction solution was diluted with dichloromethane and washed with sat. bicarbonate solution. After drying over sodium sulfate the solvent was removed and the residue obtained purified by chromatography on silica gel with a cHex EtOAc gradient providing 145 mg (84.4%) of the title compound. ESI M... Starting materials: C(C1=CC=CC=C1)N([C@H]1[C@@H](CN(CC1)C(=O)OC(C)(C)C)O)C(CCl)=O (trans-tert-butyl 4-[benzyl(chloroacetyl)amino]-3-hydroxypiperidine-1-carboxylate), [Na+].[I-] (NaI). Run in CC#N (CH3CN). Product: C(C1=CC=CC=C1)N([C@H]1[C@@H](CN(CC1)C(=O)OC(C)(C)C)O)C(CI)=O (trans-tert-butyl 4-[benzyl(iodoacetyl)amino]-3-hydroxypiperidine-1-carboxylate). RXN SMILES: [CH2:1]([N:8]([C:23](=[O:26])[CH2:24]Cl)[C@@H:9]1[CH2:14][CH2:13][N:12]([C:15]([O:17][C:18]([CH3:21])([CH3:20])[CH3:19])=[O:16])[CH2:11][C@H:10]1[OH:22])[C:2]1[CH:7]=[CH:6][CH:5]=[CH:4][CH:3]=1.[Na+].[I-:28]>CC#N>[CH2:1]([N:8]([C:23](=[O:26])[CH2:24][I:28])[C@@H:9]1[CH2:14][CH2:13][N:12]([C:15]([O:17][C:18]([CH3:21])([CH3:20])[CH3:19])=[O:16])[CH2:11][C@H:10]1[OH:22])[C:2]1[CH:7]=[CH:6][CH:5]=[CH:4][CH:3]=1 |f:1.2|. Procedure: To a solution of trans-tert-butyl 4-[benzyl(chloroacetyl)amino]-3-hydroxypiperidine-1-carboxylate (144 g, 376 mmol) in CH3CN (2 L) was added NaI (56.4 g, 376 mmol) in one portion. The mixture was stirred at reflux for 1 h and then concentrated. The residue was dissolved in DCM (1 L) and filtered. The filtrate was concentrated under reduced pressure to afford trans-tert-butyl 4-[benzyl(iodoacetyl)amino]-3-hydroxypiperidine-1-carboxylate, which was used directly in the next step without further pu... Starting materials: CO, CN(C)C=O, OC(CCl)CNc1ccc(Cl)cc1Cl, O, c1c[nH]cn1. Product: OC(CNc1ccc(Cl)cc1Cl)Cn1ccnc1. RXN SMILES: [CH3:21][OH:22].[CH3:23][N:24]([CH3:25])[CH:26]=[O:27].[Cl:6][CH2:7][CH:8]([CH2:9][NH:10][c:11]1[c:12]([Cl:18])[cH:13][c:14]([Cl:17])[cH:15][cH:16]1)[OH:19].[OH2:20].[nH:1]1[cH:2][n:3][cH:4][cH:5]1>>[n:1]1([CH2:7][CH:8]([CH2:9][NH:10][c:11]2[c:12]([Cl:18])[cH:13][c:14]([Cl:17])[cH:15][cH:16]2)[OH:19])[cH:2][n:3][cH:4][cH:5]1. The reactants are BrC=1C(=C(C(=CC1)N)N)F (4-bromo-3-fluorobenzene-1,2-diamine), C(C)(=O)OC(C)=O (acetic anhydride), ClC(=O)OCC(C)C (isobutyl chloroformate). The solvent is O1CCCC1 (tetrahydrofurane). The product is BrC1=C(C2=C(N(C(=N2)C)C(=O)OCC(C)C)C=C1)F (2-Methylpropyl 5-bromo-4-fluoro-2-methyl-1H-benzimidazole-1-carboxylate). RXN SMILES: [Br:1][C:2]1[C:3]([F:10])=[C:4]([NH2:9])[C:5]([NH2:8])=[CH:6][CH:7]=1.[C:11](OC(=O)C)(=O)[CH3:12].Cl[C:19]([O:21][CH2:22][CH:23]([CH3:25])[CH3:24])=[O:20]>O1CCCC1>[Br:1][C:2]1[CH:7]=[CH:6][C:5]2[N:8]([C:19]([O:21][CH2:22][CH:23]([CH3:25])[CH3:24])=[O:20])[C:11]([CH3:12])=[N:9][C:4]=2[C:3]=1[F:10]. Procedure details: Synthesized according to the method of reagent preparation 19 using 5 4-bromo-3-fluorobenzene-1,2-diamine and acetylation with acetic anhydride in tetrahydrofurane in step 1 then treatment with isobutyl chloroformate in step 3. MS (EI) for C13H14BrN2O2: 328, 330 (MH+, Br isotope pattern).